This data is from the Open Reaction Database (ORD), a public repository of structured organic reaction records. The task is: describe an organic reaction: reactants, conditions, products, and yield Starting materials: BrC1=CC2=C(OC=C2)C=C1 (5-bromobenzo[b]furan), ( b ), BrC1=CC=C(C=C1)O (4-bromophenol), C(C)OC(CBr)OCC (bromoacetaldehyde diethyl acetal). Yields the product O1C2=C(C=C1)C=C(C=C2)C=O (Benzo[b]furan-5-carboxaldehyde). Reaction SMILES: Br[C:2]1[CH:10]=[CH:9][C:5]2[O:6][CH:7]=[CH:8][C:4]=2[CH:3]=1.BrC1C=C[C:15]([OH:18])=CC=1.C(OC(OCC)CBr)C>>[O:6]1[CH:7]=[CH:8][C:4]2[CH:3]=[C:2]([CH:15]=[O:18])[CH:10]=[CH:9][C:5]1=2. Procedure details: benzo[b]furan-5-carboxaldehyde was prepared from 5-bromobenzo[b]furan (prepared from 4-bromophenol and bromoacetaldehyde diethyl acetal by the general method described in J. Chem. Soc. Perkin 1, 1972, 556) following essentially the same procedure as that described in (b) above. Benzo[b]furan-5-carboxaldehyde was obtained as an oil. Pmr spectrum (CDCl3 ; δ in ppm): 6.90 (1H, d); 7.55-7.93 (3H, m); 8.15 (1H, d); 10.08 (1H, s). Reactants: O=C([O-])[O-], CS(C)=O, CC(C)N, I[Cu]I, CC(C)(C)C(=O)c1c[nH]c2ncc(-c3cccc(I)c3)nc12, [K+], [K+]. The product is CC(C)Nc1cccc(-c2cnc3[nH]cc(C(=O)C(C)(C)C)c3n2)c1. Reaction SMILES: [C:1](=[O:2])([O-:3])[O-:4].[CH3:36][S:37]([CH3:38])=[O:39].[CH:29]([CH3:30])([CH3:31])[NH2:32].[Cu:33]([I:34])[I:35].[I:7][c:8]1[cH:9][c:10](-[c:14]2[n:15][c:16]3[c:17]([n:18][cH:19]2)[nH:20][cH:21][c:22]3[C:23]([C:24]([CH3:25])([CH3:26])[CH3:27])=[O:28])[cH:11][cH:12][cH:13]1.[K+:5].[K+:6]>>[c:8]1([NH:32][CH:29]([CH3:30])[CH3:31])[cH:9][c:10](-[c:14]2[n:15][c:16]3[c:17]([n:18][cH:19]2)[nH:20][cH:21][c:22]3[C:23]([C:24]([CH3:25])([CH3:26])[CH3:27])=[O:28])[cH:11][cH:12][cH:13]1. The reactants are CSC1=CC=C(C=C1)CC(=O)C1=CC=C(C(=O)OC)C=C1 (methyl 4-{[4-(methylthio)phenyl]acetyl}benzoate), C(C)(=O)O (acetic acid), pyridinium bromide perbromide, O (water). The solvent is ClCCl (dichloromethane). Conditions: time 1 hour. Yields the product BrC(C(=O)C1=CC=C(C(=O)OC)C=C1)C1=CC=C(C=C1)SC (methyl 4-{2-bromo[4-(methylthio)phenyl]acetyl}benzoate). Reaction SMILES: [CH3:1][S:2][C:3]1[CH:8]=[CH:7][C:6]([CH2:9][C:10]([C:12]2[CH:21]=[CH:20][C:15]([C:16]([O:18][CH3:19])=[O:17])=[CH:14][CH:13]=2)=[O:11])=[CH:5][CH:4]=1.C(O)(=O)C.C1C=C[NH+]=CC=1.[Br:32][Br-]Br.O>ClCCl>[Br:32][CH:9]([C:6]1[CH:5]=[CH:4][C:3]([S:2][CH3:1])=[CH:8][CH:7]=1)[C:10]([C:12]1[CH:13]=[CH:14][C:15]([C:16]([O:18][CH3:19])=[O:17])=[CH:20][CH:21]=1)=[O:11] |f:2.3|. Procedure: To a solution of methyl 4-{[4-(methylthio)phenyl]acetyl}benzoate (5 g) in dichloromethane (250 ml) were added acetic acid (0.65 ml) and pyridinium bromide perbromide (6.51 g) at 0° C., and the mixture was stirred for 1 h at the same temperature. The reaction mixture was poured into water (250 ml) and extracted with ethyl acetate (250 ml). The organic layer was washed with water and brine, dried over magnesium sulfate and evapolated. The residue was washed with diisopropylethyl ether and collecte... Reactants: C1(=CC=CC=C1)COC(NC1=CC(=CC(=C1)OCCCCCCCCCC)OCCCCCCCCCC)=O (3,5-bis(decyloxy)phenylcarbamic acid phenylmethyl ester). Reagents/catalysts: [Pd] (palladium on charcoal). Run in C(C)(=O)OCC (ethyl acetate). Conditions: time 4 hour. Yields the product C(CCCCCCCCC)OC=1C=C(C=C(C1)OCCCCCCCCCC)N (3,5-bis(decyloxy)benzeneamine). Yield: 97.8%. RXN SMILES: C1(COC(=O)[NH:10][C:11]2[CH:16]=[C:15]([O:17][CH2:18][CH2:19][CH2:20][CH2:21][CH2:22][CH2:23][CH2:24][CH2:25][CH2:26][CH3:27])[CH:14]=[C:13]([O:28][CH2:29][CH2:30][CH2:31][CH2:32][CH2:33][CH2:34][CH2:35][CH2:36][CH2:37][CH3:38])[CH:12]=2)C=CC=CC=1>[Pd].C(OCC)(=O)C>[CH2:18]([O:17][C:15]1[CH:16]=[C:11]([NH2:10])[CH:12]=[C:13]([O:28][CH2:29][CH2:30][CH2:31][CH2:32][CH2:33][CH2:34][CH2:35][CH2:36][CH2:37][CH3:38])[CH:14]=1)[CH2:19][CH2:20][CH2:21][CH2:22][CH2:23][CH2:24][CH2:25][CH2:26][CH3:27]. Procedure details: A mixture of 34 g (0.063 mol) of 3,5-bis(decyloxy)phenylcarbamic acid phenylmethyl ester and 4.0 g of 10% palladium on charcoal in 650 ml of ethyl acetate was shaken under a hydrogen atmosphere at room temperature for 4 hours. The reaction mixture was filtered to remove the catalyst and the filtrate was concentrated under reduced pressure to yield 25 g (98% yield, mp 48°-50°) of 3,5-bis(decyloxy)benzeneamine. Starting materials: C=CCCCCC, CC(CCl)Cc1ccccc1, ClC(Cl)Cl, O=S(=O)(O)O. Product: CCCCCCCc1ccc(CC(C)CCl)cc1. RXN SMILES: [CH2:1]=[CH:2][CH2:3][CH2:4][CH2:5][CH2:6][CH3:7].[CH3:8][CH:9]([CH2:10][Cl:11])[CH2:12][c:13]1[cH:14][cH:15][cH:16][cH:17][cH:18]1.[Cl:24][CH:25]([Cl:26])[Cl:27].[S:19](=[O:20])(=[O:21])([OH:22])[OH:23]>>[CH2:1]([CH2:2][CH2:3][CH2:4][CH2:5][CH2:6][CH3:7])[c:16]1[cH:15][cH:14][c:13]([CH2:12][CH:9]([CH3:8])[CH2:10][Cl:11])[cH:18][cH:17]1. Reactants: CN(CCc1ccccc1)C1CCN(C(=O)c2ccc(-n3cncn3)c(O)c2)CC1, CN(C)C=O, CN(C)CCCl, [H-], [Na+], O. Yields the product CN(C)CCOc1cc(C(=O)N2CCC(N(C)CCc3ccccc3)CC2)ccc1-n1cncn1. RXN SMILES: [CH3:3][N:4]([CH2:5][CH2:6][c:7]1[cH:8][cH:9][cH:10][cH:11][cH:12]1)[CH:13]1[CH2:14][CH2:15][N:16]([C:19]([c:20]2[cH:21][c:22]([OH:31])[c:23](-[n:26]3[n:27][cH:28][n:29][cH:30]3)[cH:24][cH:25]2)=[O:32])[CH2:17][CH2:18]1.[CH3:40][N:41]([CH3:42])[CH:43]=[O:44].[Cl:33][CH2:34][CH2:35][N:36]([CH3:37])[CH3:38].[H-:1].[Na+:2].[OH2:39]>>[CH3:3][N:4]([CH2:5][CH2:6][c:7]1[cH:8][cH:9][cH:10][cH:11][cH:12]1)[CH:13]1[CH2:14][CH2:15][N:16]([C:19]([c:20]2[cH:21][c:22]([O:31][CH2:34][CH2:35][N:36]([CH3:37])[CH3:38])[c:23](-[n:26]3[n:27][cH:28][n:29][cH:30]3)[cH:24][cH:25]2)=[O:32])[CH2:17][CH2:18]1. Starting materials: CC(=O)[O-], CCOC(C)=O, CS(C)=O, COc1ccc(C(C)C)cc1-c1ccc(C(F)(F)F)cc1CN(Cc1cc(C(F)(F)F)cc(C(F)(F)F)c1)c1ccc(Br)cn1, [K+], O. Yields the product COc1ccc(C(C)C)cc1-c1ccc(C(F)(F)F)cc1CN(Cc1cc(C(F)(F)F)cc(C(F)(F)F)c1)c1ccc(O)cn1. RXN SMILES: [CH3:47][C:48](=[O:49])[O-:50].[CH3:52][CH2:53][O:54][C:55](=[O:56])[CH3:57].[CH3:58][S:59]([CH3:60])=[O:61].[F:1][C:2]([c:3]1[cH:4][c:5]([CH2:6][N:7]([CH2:8][c:9]2[c:10](-[c:19]3[c:20]([O:28][CH3:29])[cH:21][cH:22][c:23]([CH:25]([CH3:26])[CH3:27])[cH:24]3)[cH:11][cH:12][c:13]([C:15]([F:16])([F:17])[F:18])[cH:14]2)[c:30]2[n:31][cH:32][c:33]([Br:36])[cH:34][cH:35]2)[cH:37][c:38]([C:40]([F:41])([F:42])[F:43])[cH:39]1)([F:44])[F:45].[K+:46].[OH2:51]>>[F:1][C:2]([c:3]1[cH:4][c:5]([CH2:6][N:7]([CH2:8][c:9]2[c:10](-[c:19]3[c:20]([O:28][CH3:29])[cH:21][cH:22][c:23]([CH:25]([CH3:26])[CH3:27])[cH:24]3)[cH:11][cH:12][c:13]([C:15]([F:16])([F:17])[F:18])[cH:14]2)[c:30]2[n:31][cH:32][c:33]([OH:51])[cH:34][cH:35]2)[cH:37][c:38]([C:40]([F:41])([F:42])[F:43])[cH:39]1)([F:44])[F:45].